This data is from the Open Reaction Database (ORD), a public repository of structured organic reaction records. The task is: describe an organic reaction: reactants, conditions, products, and yield Yields the product C(C(C)C)C1=C(C=C(C=N1)C1=NC(=NO1)C1=CC=C(C=C1)CC(=O)N1CC(C1)C(=O)O)C (1-(2-{4-[5-(6-Isobutyl-5-methyl-pyridin-3-yl)-[1,2,4]oxadiazol-3-yl]-phenyl}-acetyl)-azetidine-3-carboxylic acid), desired compound. Procedure details: 1-(2-{4-[5-(6-Isobutyl-5-methyl-pyridin-3-yl)-[1,2,4]oxadiazol-3-yl]-phenyl}-acetyl)-azetidine-3-carboxylic acid is prepared from {4-[5-(6-Isobutyl-5-methyl-pyridin-3-yl)-[1,2,4]oxadiazol-3-yl]-phenyl}-acetic acid and azetidine-3-carboxylic acid methyl ester in analogy to Example 55; stirring this material in 3 N aq. NaOH/dioxane at rt for 20 h gives the desired compound; LC-MS: tR=0.60, [M+1]+=434.96. The solvent is [OH-].[Na+].O1CCOCC1 (NaOH dioxane). The reactants are C(C(C)C)C1=C(C=C(C=N1)C1=NC(=NO1)C1=CC=C(C=C1)CC(=O)O)C ({4-[5-(6-Isobutyl-5-methyl-pyridin-3-yl)-[1,2,4]oxadiazol-3-yl]-phenyl}-acetic acid), COC(=O)C1CNC1 (azetidine-3-carboxylic acid methyl ester). As a reaction SMILES: [CH2:1]([C:5]1[N:10]=[CH:9][C:8]([C:11]2[O:15][N:14]=[C:13]([C:16]3[CH:21]=[CH:20][C:19]([CH2:22][C:23]([OH:25])=O)=[CH:18][CH:17]=3)[N:12]=2)=[CH:7][C:6]=1[CH3:26])[CH:2]([CH3:4])[CH3:3].C[O:28][C:29]([CH:31]1[CH2:34][NH:33][CH2:32]1)=[O:30]>[OH-].[Na+].O1CCOCC1>[CH2:1]([C:5]1[N:10]=[CH:9][C:8]([C:11]2[O:15][N:14]=[C:13]([C:16]3[CH:21]=[CH:20][C:19]([CH2:22][C:23]([N:33]4[CH2:34][CH:31]([C:29]([OH:30])=[O:28])[CH2:32]4)=[O:25])=[CH:18][CH:17]=3)[N:12]=2)=[CH:7][C:6]=1[CH3:26])[CH:2]([CH3:4])[CH3:3] |f:2.3.4|. The reactants are CCN(C(C)C)C(C)C, O=[N+]([O-])c1cc(S(=O)(=O)Cl)ccc1Cl, ClCCl, c1ccc2c(c1)CCCCN2, O. The product is O=[N+]([O-])c1cc(S(=O)(=O)N2CCCCc3ccccc32)ccc1Cl. Reaction SMILES: [CH:26]([N:27]([CH:28]([CH3:29])[CH3:30])[CH2:31][CH3:32])([CH3:33])[CH3:34].[Cl:1][c:2]1[c:3]([N+:12](=[O:13])[O-:14])[cH:4][c:5]([S:8](=[O:9])(=[O:10])[Cl:11])[cH:6][cH:7]1.[Cl:36][CH2:37][Cl:38].[NH:15]1[c:16]2[c:17]([cH:22][cH:23][cH:24][cH:25]2)[CH2:18][CH2:19][CH2:20][CH2:21]1.[OH2:35]>>[Cl:1][c:2]1[c:3]([N+:12](=[O:13])[O-:14])[cH:4][c:5]([S:8](=[O:9])(=[O:10])[N:15]2[c:16]3[c:17]([cH:22][cH:23][cH:24][cH:25]3)[CH2:18][CH2:19][CH2:20][CH2:21]2)[cH:6][cH:7]1. Reactants: ClC=1N=C(N(C1/C=C/C(=O)OC)CC1=C(C=C(C=C1)I)Cl)C (methyl (E)-3-(4-chloro-1-(2-chloro-4-iodobenzyl)-2-methylimidazol-5-yl)-2-propenate), O1C(=CC=C1)B(O)O (2-furylboronic acid), C([O-])([O-])=O.[K+].[K+] (potassium carbonate), CN(C=O)C (N,N-dimethylformamide). The reagents and catalysts are C=1C=CC(=CC1)[P](C=2C=CC=CC2)(C=3C=CC=CC3)[Pd]([P](C=4C=CC=CC4)(C=5C=CC=CC5)C=6C=CC=CC6)([P](C=7C=CC=CC7)(C=8C=CC=CC8)C=9C=CC=CC9)[P](C=1C=CC=CC1)(C=1C=CC=CC1)C=1C=CC=CC1 (tetrakis(triphenylphosphine)palladium(0)). Run in O (water). Reaction conditions: temperature 80 celsius, time 4 hour. Product: ClC=1N=C(N(C1/C=C/C(=O)OC)CC1=C(C=C(C=C1)C=1OC=CC1)Cl)C (methyl (E)-3-(4-chloro-1-(2-chloro-4-(2-furyl)benzyl)-2-methylimidazol-5-yl)-2-propenate). Yield: 110.7%. As a reaction SMILES: [Cl:1][C:2]1[N:3]=[C:4]([CH3:22])[N:5]([CH2:13][C:14]2[CH:19]=[CH:18][C:17](I)=[CH:16][C:15]=2[Cl:21])[C:6]=1/[CH:7]=[CH:8]/[C:9]([O:11][CH3:12])=[O:10].[O:23]1[CH:27]=[CH:26][CH:25]=[C:24]1B(O)O.C(=O)([O-])[O-].[K+].[K+].CN(C)C=O>C1C=CC([P]([Pd]([P](C2C=CC=CC=2)(C2C=CC=CC=2)C2C=CC=CC=2)([P](C2C=CC=CC=2)(C2C=CC=CC=2)C2C=CC=CC=2)[P](C2C=CC=CC=2)(C2C=CC=CC=2)C2C=CC=CC=2)(C2C=CC=CC=2)C2C=CC=CC=2)=CC=1.O>[Cl:1][C:2]1[N:3]=[C:4]([CH3:22])[N:5]([CH2:13][C:14]2[CH:19]=[CH:18][C:17]([C:24]3[O:23][CH:27]=[CH:26][CH:25]=3)=[CH:16][C:15]=2[Cl:21])[C:6]=1/[CH:7]=[CH:8]/[C:9]([O:11][CH3:12])=[O:10] |f:2.3.4,^1:45,47,66,85|. Procedure details: A mixture of tetrakis(triphenylphosphine)palladium(0) (89 mg), methyl (E)-3-(4-chloro-1-(2-chloro-4-iodobenzyl)-2-methylimidazol-5-yl)-2-propenate (350 mg), 2-furylboronic acid (135 mg), potassium carbonate powder (321 mg) and N,N-dimethylformamide (3.5 ml) was stirred under a nitrogen atmosphere at 80° C. for 4 hr. The reaction mixture was allowed to cool to room temperature and water was added. The precipitate was collected by filtration. The precipitate was dissolved in chloroform, washed suc... Starting materials: C1CCC(CC1)(CC(=O)O)CN.Cl (Gabapentin hydrochloride), O1CC1CC (1,2-epoxybutane). Run in C(CCC)O (n-butanol). Reaction conditions: temperature -5 celsius, time 16 hour. The product is C1CCC(CC1)(CC(=O)O)CN (gabapentin). Yield: 76.2%. RXN SMILES: [CH2:1]1[CH2:6][CH2:5][C:4]([CH2:11][NH2:12])([CH2:7][C:8]([OH:10])=[O:9])[CH2:3][CH2:2]1.Cl.O1C(CC)C1>C(O)CCC>[CH2:1]1[CH2:2][CH2:3][C:4]([CH2:11][NH2:12])([CH2:7][C:8]([OH:10])=[O:9])[CH2:5][CH2:6]1 |f:0.1|. Procedure details: Gabapentin hydrochloride (72 mmol) was suspended in 50 mL of n-butanol and heated gently until complete dissolution. The solution was cooled below 10° C. and 1,2-epoxybutane (144 mmol) was added in one portion. The mixture was stirred for 16 hours below 10° C., after which it was cooled to −5° C. Pure gabapentin was recovered by filtration and washed with cold isopropanol. Drying at 40–50° C. under reduced pressure afforded 9.4 g of pure gabapentin. The reactants are [Br-], CC#N, FC(F)(F)Oc1ccccc1CBr, c1ccc([PH+](c2ccccc2)c2ccccc2)cc1. Product: [Br-], FC(F)(F)Oc1ccccc1C[P+](c1ccccc1)(c1ccccc1)c1ccccc1. Reaction SMILES: [Br-:14].[CH3:34][C:35]#[N:36].[F:1][C:2]([O:3][c:4]1[c:5]([CH2:6][Br:7])[cH:8][cH:9][cH:10][cH:11]1)([F:12])[F:13].[c:15]1([PH+:21]([c:22]2[cH:23][cH:24][cH:25][cH:26][cH:27]2)[c:28]2[cH:29][cH:30][cH:31][cH:32][cH:33]2)[cH:16][cH:17][cH:18][cH:19][cH:20]1>>[Br-:7].[F:1][C:2]([O:3][c:4]1[c:5]([CH2:6][P+:21]([c:15]2[cH:16][cH:17][cH:18][cH:19][cH:20]2)([c:22]2[cH:23][cH:24][cH:25][cH:26][cH:27]2)[c:28]2[cH:29][cH:30][cH:31][cH:32][cH:33]2)[cH:8][cH:9][cH:10][cH:11]1)([F:12])[F:13].